This data is from the Open Reaction Database (ORD), a public repository of structured organic reaction records. The task is: describe an organic reaction: reactants, conditions, products, and yield Reactants: Cl, OCCCN1CCNCC1, O=C(O)c1ccncc1, Cc1ccc(S(=O)(=O)O)cc1, c1ccccc1. Yields the product Cl, OCCCN1CCNCC1, O=C(O)c1ccncc1. Reaction SMILES: [ClH:31].[N:1]1([CH2:7][CH2:8][CH2:9][OH:10])[CH2:2][CH2:3][NH:4][CH2:5][CH2:6]1.[OH:11][C:12](=[O:13])[c:14]1[cH:15][cH:16][n:17][cH:18][cH:19]1.[c:20]1([CH3:21])[cH:22][cH:23][c:24]([S:25]([OH:26])(=[O:27])=[O:28])[cH:29][cH:30]1.[cH:32]1[cH:33][cH:34][cH:35][cH:36][cH:37]1>>[ClH:31].[N:1]1([CH2:7][CH2:8][CH2:9][OH:10])[CH2:2][CH2:3][NH:4][CH2:5][CH2:6]1.[O:11]=[C:12]([OH:13])[c:14]1[cH:15][cH:16][n:17][cH:18][cH:19]1. The product is CC(=O)OCc1ccc(COC2CCCCO2)cc1. Reactants: CC(C)(C)O, CC(C)OC(C)C, OCc1ccc(COC2CCCCO2)cc1, [Zn]. Reaction SMILES: [C:17]([CH3:18])([CH3:19])([CH3:20])[OH:21].[CH:22]([O:23][CH:24]([CH3:25])[CH3:26])([CH3:27])[CH3:28].[O:1]1[CH:2]([O:7][CH2:8][c:9]2[cH:10][cH:11][c:12]([CH2:15][OH:16])[cH:13][cH:14]2)[CH2:3][CH2:4][CH2:5][CH2:6]1.[Zn:29]>>[O:1]1[CH:2]([O:7][CH2:8][c:9]2[cH:10][cH:11][c:12]([CH2:15][O:16][C:17]([CH3:18])=[O:21])[cH:13][cH:14]2)[CH2:3][CH2:4][CH2:5][CH2:6]1.